This data is from the Open Reaction Database (ORD), a public repository of structured organic reaction records. The task is: describe an organic reaction: reactants, conditions, products, and yield RXN SMILES: [OH:1][CH2:2][CH2:3][CH2:4][n:5]1[c:6](=[O:21])[c:7]2[cH:8][cH:9][cH:10][cH:11][c:12]2[c:13](-[c:15]2[cH:16][cH:17][cH:18][cH:19][cH:20]2)[cH:14]1.[S:22]([Cl:23])([Cl:24])=[O:25].[cH:26]1[cH:27][cH:28][cH:29][cH:30][cH:31]1>>[CH2:2]([CH2:3][CH2:4][n:5]1[c:6](=[O:21])[c:7]2[cH:8][cH:9][cH:10][cH:11][c:12]2[c:13](-[c:15]2[cH:16][cH:17][cH:18][cH:19][cH:20]2)[cH:14]1)[Cl:24]. Yields the product O=c1c2ccccc2c(-c2ccccc2)cn1CCCCl. The reactants are O=c1c2ccccc2c(-c2ccccc2)cn1CCCO, O=S(Cl)Cl, c1ccccc1. Run at time 8 hour. Reaction SMILES: C(OC([N:8]1[CH2:13][CH2:12][N:11]([S:14]([C:17]2[CH:22]=[CH:21][C:20]([Br:23])=[CH:19][CH:18]=2)(=[O:16])=[O:15])[CH2:10][CH2:9]1)=O)(C)(C)C>ClCCl.FC(F)(F)C(O)=O>[Br:23][C:20]1[CH:19]=[CH:18][C:17]([S:14]([N:11]2[CH2:12][CH2:13][NH:8][CH2:9][CH2:10]2)(=[O:16])=[O:15])=[CH:22][CH:21]=1. Yield: 87.6%. The product is BrC1=CC=C(C=C1)S(=O)(=O)N1CCNCC1 (1-(4-Bromo-benzenesulfonyl)-piperazine). Reactants: C(C)(C)(C)OC(=O)N1CCN(CC1)S(=O)(=O)C1=CC=C(C=C1)Br (4-(4-Bromo-benzenesulfonyl)-piperazine-1-carboxylic acid tert-butyl ester). The solvent is ClCCl (dichloromethane), FC(C(=O)O)(F)F (trifluoroacetic acid). Procedure details: 4-(4-Bromo-benzenesulfonyl)-piperazine-1-carboxylic acid tert-butyl ester (500 mg, 1.23 mmol) was dissolved in a mixture of dichloromethane (5 mL) and trifluoroacetic acid (5 mL) and stirred at room temperature overnight. The reaction mixture was then concentrated in vacuo and then dissolved in dichloromethane and washed with saturated sodium bicarbonate solution and then water. The organic layer was then dried over magnesium sulfate and concentrated in vacuo to yield the product as a white soli... RXN SMILES: [CH3:1][O:2][C:3]1([O:16][CH3:17])[CH2:8][CH2:7][C:6](=O)[NH:5][CH:4]1[C:10]1[CH:11]=[N:12][CH:13]=[CH:14][CH:15]=1>C1COCC1>[CH3:17][O:16][C:3]1([O:2][CH3:1])[CH2:8][CH2:7][CH2:6][NH:5][CH:4]1[C:10]1[CH:11]=[N:12][CH:13]=[CH:14][CH:15]=1. Reaction conditions: time 8 hour. Procedure details: To 3,3-Dimethoxy-2,3,4,5-tetrahydro-1H-[2,3′]bipyridinyl-6-one (1.0 g, 421 mmol) in 3 mL THF was added borane-dimethylsulfide complex (3.0 mL, 6.0 mmol of a 2 M solution in THF) at 0° C. The solution was stirred at rt overnight, and was then quenched with methanol and heated at reflux for 2 h. The methanol was removed under vacuum and the residue was partitioned between water and chloroform. The mixture was acidified to pH=3 and washed with CHCl3 (3–10 mL). The aqueous material was then basifed ... Yield: 0.9%. Reactants: COC1(C(NC(CC1)=O)C=1C=NC=CC1)OC (3,3-Dimethoxy-2,3,4,5-tetrahydro-1H-[2,3′]bipyridinyl-6-one), solution. Solvent: C1CCOC1 (THF), C1CCOC1 (THF). Product: COC1(C(NCCC1)C=1C=NC=CC1)OC (3,3-Dimethoxy-1,2,3,4,5,6-hexahydro-[2,3′]bipyridinyl). Reactants: C(#N)C(C)(C)C=1C=C(C(=O)NC2=CC(=C(C=C2)C)I)C=CC1 (3-(2-cyanopropan-2-yl)-N-(3-iodo-4-methylphenyl)benzamide), C(C)OC(=C)[Sn](CCCC)(CCCC)CCCC (1-ethoxyvinyltri-n-butyltin), Cl (HCl). Reagents/catalysts: Cl[Pd]([P](C1=CC=CC=C1)(C2=CC=CC=C2)C3=CC=CC=C3)([P](C4=CC=CC=C4)(C5=CC=CC=C5)C6=CC=CC=C6)Cl (bis(triphenylphosphine)palladium(II) chloride). Solvent: C1(=CC=CC=C1)C (toluene), O1CCOCC1 (dioxane), C(C)(=O)OCC (ethyl acetate). Conditions: time 1 hour. Yields the product C(C)(=O)C=1C=C(C=CC1C)NC(C1=CC(=CC=C1)C(C)(C)C#N)=O (N-(3-acetyl-4-methylphenyl)-3-(2-cyanopropan-2-yl)benzamide). The yield is 73.5%. RXN SMILES: [C:1]([C:3]([C:6]1[CH:7]=[C:8]([CH:20]=[CH:21][CH:22]=1)[C:9]([NH:11][C:12]1[CH:17]=[CH:16][C:15]([CH3:18])=[C:14](I)[CH:13]=1)=[O:10])([CH3:5])[CH3:4])#[N:2].[CH2:23]([O:25]C([Sn](CCCC)(CCCC)CCCC)=C)[CH3:24].Cl>C1(C)C=CC=CC=1.O1CCOCC1.C(OCC)(=O)C.Cl[Pd](Cl)([P](C1C=CC=CC=1)(C1C=CC=CC=1)C1C=CC=CC=1)[P](C1C=CC=CC=1)(C1C=CC=CC=1)C1C=CC=CC=1>[C:23]([C:14]1[CH:13]=[C:12]([NH:11][C:9](=[O:10])[C:8]2[CH:20]=[CH:21][CH:22]=[C:6]([C:3]([C:1]#[N:2])([CH3:5])[CH3:4])[CH:7]=2)[CH:17]=[CH:16][C:15]=1[CH3:18])(=[O:25])[CH3:24] |^1:63,82|. Reported procedure: A solution of 3-(2-cyanopropan-2-yl)-N-(3-iodo-4-methylphenyl)benzamide 111 (1.546 mmol, 625 mg), 1-ethoxyvinyltri-n-butyltin (4.64 mmol, 1.567 mL) and bis(triphenylphosphine)palladium(II) chloride (0.155 mmol, 109 mg) in toluene (5 mL) was stirred at 100° C. for 2 h. Cooled down to room temperature, 4N HCl in dioxane (1 mL) was added and stirred for 1 h. Diluted with ethyl acetate, filtrated and evaporated. Purification by chromatography (0-5% ethyl acetate in CH2Cl2) gave N-(3-acetyl-4-methylp... RXN SMILES: Cl.Cl.[O:3]1[C:8]2=[CH:9][CH:10]=[CH:11][C:7]2=[C:6]([CH:12]2[CH2:17][CH2:16][CH2:15][CH2:14][N:13]2[CH2:18][CH2:19][C@H:20]2[CH2:25][CH2:24][C@H:23]([NH2:26])[CH2:22][CH2:21]2)[CH:5]=[CH:4]1.[O:27]1[CH2:32][CH2:31][O:30][CH2:29][CH:28]1[CH2:33][C:34](O)=[O:35]>>[O:3]1[C:8]2=[CH:9][CH:10]=[CH:11][C:7]2=[C:6]([CH:12]2[CH2:17][CH2:16][CH2:15][CH2:14][N:13]2[CH2:18][CH2:19][C@H:20]2[CH2:21][CH2:22][C@H:23]([NH:26][C:34](=[O:35])[CH2:33][CH:28]3[CH2:29][O:30][CH2:31][CH2:32][O:27]3)[CH2:24][CH2:25]2)[CH:5]=[CH:4]1 |f:0.1.2|. The reactants are solid, Cl.Cl.O1C=CC(=C2C1=CC=C2)C2N(CCCC2)CC[C@@H]2CC[C@H](CC2)N (trans-4-[2-(4-benzofuran-4-yl-piperidin-1-yl)-ethyl]-cyclohexyl-amine dihydrochloride), Cl.Cl.O1C=CC(=C2C1=CC=C2)C2N(CCCC2)CC[C@@H]2CC[C@H](CC2)N (trans-4-[2-(4-benzofuran-4-yl-piperidin-1-yl)-ethyl]-cyclohexyl-amine dihydrochloride), O1C(COCC1)CC(=O)O (rac-(1,4-dioxan-2-yl)-acetic acid). Procedure details: The title compound, off-white solid (81 mg, 62%), MS (ISP) m/z=455.4 [(M+H)+], mp 165° C., was prepared in accordance with the general method of example 1 from trans-4-[2-(4-benzofuran-4-yl-piperidin-1-yl)-ethyl]-cyclohexyl-amine dihydrochloride (intermediate A) (115 mg, 0.29 mmol) and rac-(1,4-dioxan-2-yl)-acetic acid. The product is O1C=CC(=C2C1=CC=C2)C2N(CCCC2)CC[C@@H]2CC[C@H](CC2)NC(CC2OCCOC2)=O (trans-N-{4-[2-(4-Benzofuran-4-yl-piperidin-1-yl)-ethyl]-cyclohexyl}-rac-2-[1,4]dioxan-2-yl-acetamide). Reactants: C(C)OC(=O)C1=C(N=C(S1)Br)CN(CC(=O)OCC)CC1=C(C=C(C=C1)OC)OC (2-Bromo-4-{[(2,4-dimethoxy-benzyl)-ethoxycarbonylmethyl-amino]-methyl}-thiazole-5-carboxylic acid ethyl ester), C[Sn](C)(C)C (tetramethyl tin). The reagents and catalysts are Cl[Pd]([P](C1=CC=CC=C1)(C2=CC=CC=C2)C3=CC=CC=C3)([P](C4=CC=CC=C4)(C5=CC=CC=C5)C6=CC=CC=C6)Cl (dichlorobis(triphenylphosphine)-palladium). The solvent is C(C)(=O)OCC (ethyl acetate), CN(C)C=O (DMF). The product is C(C)OC(=O)C1=C(N=C(S1)C)CN(CC(=O)OCC)CC1=C(C=C(C=C1)OC)OC (4-{[(2,4-Dimethoxy-benzyl)-ethoxycarbonylmethyl-amino]-methyl}-2-methyl-thiazole-5-carboxylic acid ethyl ester). RXN SMILES: [CH2:1]([O:3][C:4]([C:6]1[S:10][C:9](Br)=[N:8][C:7]=1[CH2:12][N:13]([CH2:20][C:21]1[CH:26]=[CH:25][C:24]([O:27][CH3:28])=[CH:23][C:22]=1[O:29][CH3:30])[CH2:14][C:15]([O:17][CH2:18][CH3:19])=[O:16])=[O:5])[CH3:2].[CH3:31][Sn](C)(C)C>CN(C=O)C.C(OCC)(=O)C.Cl[Pd](Cl)([P](C1C=CC=CC=1)(C1C=CC=CC=1)C1C=CC=CC=1)[P](C1C=CC=CC=1)(C1C=CC=CC=1)C1C=CC=CC=1>[CH2:1]([O:3][C:4]([C:6]1[S:10][C:9]([CH3:31])=[N:8][C:7]=1[CH2:12][N:13]([CH2:20][C:21]1[CH:26]=[CH:25][C:24]([O:27][CH3:28])=[CH:23][C:22]=1[O:29][CH3:30])[CH2:14][C:15]([O:17][CH2:18][CH3:19])=[O:16])=[O:5])[CH3:2] |^1:49,68|. Procedure: A solution of 2-Bromo-4-{[(2,4-dimethoxy-benzyl)-ethoxycarbonylmethyl-amino]-methyl}-thiazole-5-carboxylic acid ethyl ester (4 g, 8 mmol, example 81(b), tetramethyl tin (3.3 mL, 24 mmol), dichlorobis(triphenylphosphine)palladium II (460 mg, 0.66 mmol) in 50 mL anhydrous DMF was heated to 130° C. for 1 h. The reaction mixture was cooled, diluted with ethyl acetate, and washed successively with water, saturated sodium bicarbonate, and brine. The organic fraction was dried over anhydrous sodium sul... Starting materials: CC1=C(C(=CC(=C1)C(C(F)(F)F)(C(F)(F)F)O)C)O (2,6-dimethyl-4-(hexafluoro-2-hydroxy-2-propyl)phenol), ClCC#N (chloroacetonitrile), C([O-])([O-])=O.[K+].[K+] (potassium carbonate), ClCC#N (chloroacetonitrile). Solvent: C(C)#N (acetonitrile). The product is FC(C(C(F)(F)F)(O)C1=CC(=C(OCC#N)C(=C1)C)C)(F)F (2-[4-(hexafluoro-2-hydroxy-2-propyl)-2,6-dimethylphenoxy]acetonitrile). As a reaction SMILES: [CH3:1][C:2]1[CH:7]=[C:6]([C:8]([OH:17])([C:13]([F:16])([F:15])[F:14])[C:9]([F:12])([F:11])[F:10])[CH:5]=[C:4]([CH3:18])[C:3]=1[OH:19].Cl[CH2:21][C:22]#[N:23].C(=O)([O-])[O-].[K+].[K+]>C(#N)C>[F:16][C:13]([F:14])([F:15])[C:8]([C:6]1[CH:5]=[C:4]([CH3:18])[C:3]([O:19][CH2:21][C:22]#[N:23])=[C:2]([CH3:1])[CH:7]=1)([OH:17])[C:9]([F:10])([F:11])[F:12] |f:2.3.4|. Procedure details: To 2,6-dimethyl-4-(hexafluoro-2-hydroxy-2-propyl)phenol (12.0 g=42 mmol) in 150 ml acetonitrile add chloroacetonitrile (3.8 g=50 mmol) and potassium carbonate (11.5 g=83 mmol). Reflux 6 hours, add more chloroacetonitrile (0.8 g=10 mmol), reflux 1/2 hour, and allow to cool. Filter, concentrate and partition between ether and water. Dry and concentrate the ether. Partition between 1:9 ether-hexane and 1.0 N NaOH. Acidify the aqueous layer with concentrated HCl and extract with ether. Dry and conce...